This data is from the Open Reaction Database (ORD), a public repository of structured organic reaction records. The task is: describe an organic reaction: reactants, conditions, products, and yield The reactants are CC1=CC=C(C=C1)C1=C(C(=O)O)C=CC=C1 (o-(4-methylphenyl)benzoic acid), NC1=CC=C(C(=O)N2CCCC(C3=C2C=CC=C3)=O)C=C1 (1-(4-aminobenzoyl)-2,3,4,5-tetrahydro-1H-1-benzazepin-5-one). The product is CC1=CC=C(C=C1)C1=C(C(=O)NC2=CC=CC=C2)C=CC(=C1)C(=O)N1CCCC(C2=C1C=CC=C2)=O (2-(4-methylphenyl)-4-[(5-oxo-2,3,4,5-tetrahydro-1H-1-benzazepin-1-yl)carbonyl]benzanilide). Reaction SMILES: [CH3:1][C:2]1[CH:7]=[CH:6][C:5]([C:8]2[CH:16]=[CH:15][CH:14]=[CH:13][C:9]=2[C:10]([OH:12])=O)=[CH:4][CH:3]=1.NC1C=CC([C:22]([N:24]2[C:30]3[CH:31]=[CH:32][CH:33]=[CH:34][C:29]=3[C:28](=[O:35])[CH2:27][CH2:26][CH2:25]2)=[O:23])=CC=1>>[CH3:1][C:2]1[CH:3]=[CH:4][C:5]([C:8]2[CH:16]=[C:15]([C:22]([N:24]3[C:30]4[CH:31]=[CH:32][CH:33]=[CH:34][C:29]=4[C:28](=[O:35])[CH2:27][CH2:26][CH2:25]3)=[O:23])[CH:14]=[CH:13][C:9]=2[C:10]([NH:24][C:30]2[CH:31]=[CH:32][CH:33]=[CH:34][CH:29]=2)=[O:12])=[CH:6][CH:7]=1. Procedure details: Using o-(4-methylphenyl)benzoic acid and 1-(4-aminobenzoyl)-2,3,4,5-tetrahydro-1H-1-benzazepin-5-one as starting materials, the procedure of Reference Example 3 was repeated to obtain 2-(4-methylphenyl)-4-[(5-oxo-2,3,4,5-tetrahydro-1H-1-benzazepin-1-yl)carbonyl]benzanilide. The reactants are NC1=NC=C2N=CN(C2=N1)CCO (2-amino-9-(2-hydroxyethyl)purine), BrP(C1=CC=CC=C1)(C1=CC=CC=C1)(C1=CC=CC=C1)Br (dibromotriphenylphosphine), [OH-].[Na+] (sodium hydroxide), O (water). The solvent is C(C)#N (acetonitrile). Conditions: temperature 35 celsius, time 5 hour. The product is NC1=NC=C2N=CN(C2=N1)CCBr (2-amino-9-(2-bromoethyl)purine). Reaction SMILES: [NH2:1][C:2]1[N:10]=[C:9]2[C:5]([N:6]=[CH:7][N:8]2[CH2:11][CH2:12]O)=[CH:4][N:3]=1.[Br:14]P(Br)(C1C=CC=CC=1)(C1C=CC=CC=1)C1C=CC=CC=1.O.[OH-].[Na+]>C(#N)C>[NH2:1][C:2]1[N:10]=[C:9]2[C:5]([N:6]=[CH:7][N:8]2[CH2:11][CH2:12][Br:14])=[CH:4][N:3]=1 |f:3.4|. Procedure details: 17.92 g (0.1 mole) of 2-amino-9-(2-hydroxyethyl)purine was completely dissolved in 400 ml of acetonitrile, to which 84.42 g (0.20 mole) of dibromotriphenylphosphine was then added. The mixture was stirred for 5 hours at a temperature of 30-40° C. After completion of the reaction, 300 ml of water was added to the reaction product. The resulting solution was neutralized with aqueous sodium hydroxide solution and extracted four times with 500 ml portions of a mixed solution of chloroform and methan... The reactants are NCC=1C=CC(=C(C1)C=1NC(N(N1)C=1C=NC(=CC1)C(F)(F)F)=O)Cl (5-(5-(aminomethyl)-2-chlorophenyl)-2-(6-(trifluoromethyl)pyridin-3-yl)-2H-1,2,4-triazol-3(4H)-one), C(C(C)(C)C)(=O)Cl (pivaloyl chloride), CCN(C(C)C)C(C)C (DIPEA). Solvent: C1CCOC1 (THF). Product: ClC1=C(C=C(CNC(C(C)(C)C)=O)C=C1)C1=NN(C(N1)=O)C=1C=NC(=CC1)C(F)(F)F (N-(4-Chloro-3-(1-(6-(trifluoromethyl)pyridin-3-yl)-4,5-dihydro-5-oxo-1H-1,2,4-triazol-3-yl)benzyl)pivalamide). The yield is 18.7%. As a reaction SMILES: [NH2:1][CH2:2][C:3]1[CH:4]=[CH:5][C:6]([Cl:25])=[C:7]([C:9]2[NH:10][C:11](=[O:24])[N:12]([C:14]3[CH:15]=[N:16][C:17]([C:20]([F:23])([F:22])[F:21])=[CH:18][CH:19]=3)[N:13]=2)[CH:8]=1.[C:26](Cl)(=[O:31])[C:27]([CH3:30])([CH3:29])[CH3:28].CCN(C(C)C)C(C)C>C1COCC1>[Cl:25][C:6]1[CH:5]=[CH:4][C:3]([CH2:2][NH:1][C:26](=[O:31])[C:27]([CH3:30])([CH3:29])[CH3:28])=[CH:8][C:7]=1[C:9]1[NH:10][C:11](=[O:24])[N:12]([C:14]2[CH:15]=[N:16][C:17]([C:20]([F:21])([F:23])[F:22])=[CH:18][CH:19]=2)[N:13]=1. Reported procedure: The title compound was prepared according to the procedure described in Example-108 by using 5-(5-(aminomethyl)-2-chlorophenyl)-2-(6-(trifluoromethyl)pyridin-3-yl)-2H-1,2,4-triazol-3(4H)-one (Intermediate-91, 0.350 g, 0.945 mmol), pivaloyl chloride (0120 g, 0.945 mmol), DIPEA (2.0 mL), dry THF (10 mL) to afford 0.080 g of the desired product. 1H NMR (300 MHz, DMSO d6): δ 1.11 (s, 9H), 4.30 (d, J=6.3 Hz, 2H), 7.43 (d, J=8.4 Hz, 1H), 7.61-7.64 (m, 2H), 8.06 (d, J=9.0 Hz, 1H), 8.19 (m, 1H), 8.58 (d... Reactants: CCOC(=O)Cl, CN(C)C=O, NC(=NO)c1cccc(Oc2ccc3c(c2)S(=O)(=O)N=C2CCCN23)c1, c1ccncc1. Yields the product CCOC(=O)ON=C(N)c1cccc(Oc2ccc3c(c2)S(=O)(=O)N=C2CCCN23)c1. RXN SMILES: [Cl:1][C:2](=[O:3])[O:4][CH2:5][CH3:6].[O:39]=[CH:40][N:41]([CH3:42])[CH3:43].[O:7]=[S:8]1(=[O:32])[N:9]=[C:10]2[N:11]([c:12]3[c:13]1[cH:14][c:15]([O:18][c:19]1[cH:20][c:21]([C:25]([NH2:26])=[N:27][OH:28])[cH:22][cH:23][cH:24]1)[cH:16][cH:17]3)[CH2:29][CH2:30][CH2:31]2.[cH:33]1[cH:34][cH:35][n:36][cH:37][cH:38]1>>[C:2](=[O:3])([O:4][CH2:5][CH3:6])[O:28][N:27]=[C:25]([c:21]1[cH:20][c:19]([O:18][c:15]2[cH:14][c:13]3[c:12]([cH:17][cH:16]2)[N:11]2[C:10](=[N:9][S:8]3(=[O:7])=[O:32])[CH2:31][CH2:30][CH2:29]2)[cH:24][cH:23][cH:22]1)[NH2:26]. Reactants: Nc1cc(I)c(Cl)cc1Br, C[S-], [Na+], C1COCCO1, O=C(C=Cc1ccccc1)C=Cc1ccccc1, O=C(C=Cc1ccccc1)C=Cc1ccccc1, O=C(C=Cc1ccccc1)C=Cc1ccccc1, [Pd], [Pd]. Product: CSc1cc(N)c(Br)cc1Cl. RXN SMILES: [Br:1][c:2]1[c:3]([NH2:10])[cH:4][c:5]([I:9])[c:6]([Cl:8])[cH:7]1.[CH3:11][S-:12].[Na+:13].[O:14]1[CH2:15][CH2:16][O:17][CH2:18][CH2:19]1.[O:22]=[C:23]([CH:24]=[CH:25][c:26]1[cH:27][cH:28][cH:29][cH:30][cH:31]1)[CH:32]=[CH:33][c:34]1[cH:35][cH:36][cH:37][cH:38][cH:39]1.[O:40]=[C:41]([CH:42]=[CH:43][c:44]1[cH:45][cH:46][cH:47][cH:48][cH:49]1)[CH:50]=[CH:51][c:52]1[cH:53][cH:54][cH:55][cH:56][cH:57]1.[O:58]=[C:59]([CH:60]=[CH:61][c:62]1[cH:63][cH:64][cH:65][cH:66][cH:67]1)[CH:68]=[CH:69][c:70]1[cH:71][cH:72][cH:73][cH:74][cH:75]1.[Pd:20].[Pd:21]>>[Br:1][c:2]1[c:3]([NH2:10])[cH:4][c:5]([S:12][CH3:11])[c:6]([Cl:8])[cH:7]1.